From a dataset of the Open Reaction Database (ORD), a public repository of structured organic reaction records. describe an organic reaction: reactants, conditions, products, and yield Reactants: OCc1cccc(Cl)c1CBr, ClCCl. The product is O=Cc1cccc(Cl)c1CBr. As a reaction SMILES: [Br:1][CH2:2][c:3]1[c:4]([CH2:10][OH:11])[cH:5][cH:6][cH:7][c:8]1[Cl:9].[Cl:12][CH2:13][Cl:14]>>[Br:1][CH2:2][c:3]1[c:4]([CH:10]=[O:11])[cH:5][cH:6][cH:7][c:8]1[Cl:9]. Reactants: O=C(O)CCc1ccc(C=CC(=O)c2ccccc2)cc1, Cl, [Na+], [OH-], OO. The product is O=C(O)CCc1ccc(C2OC2C(=O)c2ccccc2)cc1. RXN SMILES: [C:1](=[O:2])([OH:3])[CH2:4][CH2:5][c:6]1[cH:7][cH:8][c:9]([CH:10]=[CH:11][C:12](=[O:13])[c:14]2[cH:15][cH:16][cH:17][cH:18][cH:19]2)[cH:20][cH:21]1.[ClH:24].[Na+:26].[OH-:25].[OH:22][OH:23]>>[C:1](=[O:2])([OH:3])[CH2:4][CH2:5][c:6]1[cH:7][cH:8][c:9]([CH:10]2[CH:11]([C:12](=[O:13])[c:14]3[cH:15][cH:16][cH:17][cH:18][cH:19]3)[O:22]2)[cH:20][cH:21]1. Reactants: O=C1OC([C@H]([C@@H]1OC(C(C)C)=O)OC(C(C)C)=O)=O ((3S,4S)-2,5-Dioxo-3,4-diisobutyroyloxy-3,4-dihydrofuran), aqueous solution, NO (hydroxylamine). Solvent: C(C)(=O)OCC (ethyl acetate). Conditions: time 3 hour. Product: ON1C([C@H]([C@@H](C1=O)OC(C(C)C)=O)OC(C(C)C)=O)=O (1-Hydroxy-(3S,4S)-2,5-dioxo-3,4-diisobutyroyloxypyrrolidine). The yield is 99.7%. RXN SMILES: [O:1]=[C:2]1[C@@H:6]([O:7][C:8](=[O:12])[CH:9]([CH3:11])[CH3:10])[C@H:5]([O:13][C:14](=[O:18])[CH:15]([CH3:17])[CH3:16])[C:4](=O)[O:3]1.[NH2:20][OH:21]>C(OCC)(=O)C>[OH:21][N:20]1[C:2](=[O:1])[C@@H:6]([O:7][C:8](=[O:12])[CH:9]([CH3:11])[CH3:10])[C@H:5]([O:13][C:14](=[O:18])[CH:15]([CH3:17])[CH3:16])[C:4]1=[O:3]. Procedure details: To a stirred solution of compound (2a) (5.98 g, 22 mmol) in ethyl acetate (50 mL) at 0° C. was added a 50% aqueous solution of hydroxylamine (1.75 g, 26.4 mmol). The resulting mixture was stirred at room temperature for 3 h and washed successively with aqueous citric acid solution and brine, then dried over anhydrous sodium sulfate. After filtration and concentration in vacuo, the residue was suspended in toluene and the reaction mixture heated under reflux for 5 h, with the azeotropically liber...